From a dataset of the Open Reaction Database (ORD), a public repository of structured organic reaction records. describe an organic reaction: reactants, conditions, products, and yield Reaction SMILES: [CH:1]([CH3:2])([CH3:3])[c:4]1[c:5]([NH2:6])[cH:7][cH:8][cH:9][cH:10]1.[O:17]=[C:18]1[N:19]([Br:24])[C:20](=[O:21])[CH2:22][CH2:23]1.[cH:11]1[cH:12][cH:13][cH:14][cH:15][cH:16]1>>[CH:1]([CH3:2])([CH3:3])[c:4]1[c:5]([NH2:6])[c:7]([Br:24])[cH:8][cH:9][cH:10]1. Starting materials: CC(C)c1ccccc1N, O=C1CCC(=O)N1Br, c1ccccc1. The product is CC(C)c1cccc(Br)c1N. Reactants: OC=1C=CC=C2C=CNC12 (7-Hydroxyindole), C(C)Br (EtBr), C(=O)([O-])[O-].[Cs+].[Cs+] (Cs2CO3). Conditions: time 18 hour. Product: C(C)OC=1C=CC=C2C=CNC12 (7-Ethoxy-1H-indole). RXN SMILES: [OH:1][C:2]1[CH:3]=[CH:4][CH:5]=[C:6]2[C:10]=1[NH:9][CH:8]=[CH:7]2.[CH2:11](Br)[CH3:12].C([O-])([O-])=O.[Cs+].[Cs+]>>[CH2:11]([O:1][C:2]1[CH:3]=[CH:4][CH:5]=[C:6]2[C:10]=1[NH:9][CH:8]=[CH:7]2)[CH3:12] |f:2.3.4|. Reported procedure: 7-Hydroxyindole (1.0 equivalents) is dissolved in dry, degassed acetone. EtBr (5.0 equivalents) and Cs2CO3 (2.5 equivalents) are added, and the resulting solution is stirred for 18 hours. The reaction mixture is filtered through a Celite plug. The solvent is evaporated, and the product is purified by flash chromatography (MeOH:CH2Cl2, 5:95) to yield the title compound.